From a dataset of the Open Reaction Database (ORD), a public repository of structured organic reaction records. describe an organic reaction: reactants, conditions, products, and yield The reactants are COC1CNCC(CN2C(=O)c3ccccc3C2=O)C1, COc1ccc2ncc(=O)n(CC=O)c2n1, CO, ClC(Cl)Cl. Yields the product COc1ccc2ncc(=O)n(CCN3CC(CN4C(=O)c5ccccc5C4=O)CC(OC)C3)c2n1. Reaction SMILES: [CH3:1][O:2][CH:3]1[CH2:4][CH:5]([CH2:9][N:10]2[C:11](=[O:20])[c:12]3[cH:13][cH:14][cH:15][cH:16][c:17]3[C:18]2=[O:19])[CH2:6][NH:7][CH2:8]1.[CH3:21][O:22][c:23]1[cH:24][cH:25][c:26]2[c:27]([n:28]([CH2:33][CH:34]=[O:35])[c:29](=[O:32])[cH:30][n:31]2)[n:36]1.[CH3:37][OH:38].[Cl:39][CH:40]([Cl:41])[Cl:42]>>[CH3:1][O:2][CH:3]1[CH2:4][CH:5]([CH2:9][N:10]2[C:11](=[O:20])[c:12]3[cH:13][cH:14][cH:15][cH:16][c:17]3[C:18]2=[O:19])[CH2:6][N:7]([CH2:34][CH2:33][n:28]2[c:27]3[c:26]([cH:25][cH:24][c:23]([O:22][CH3:21])[n:36]3)[n:31][cH:30][c:29]2=[O:32])[CH2:8]1. Starting materials: FC1=CC=C(C=C1)C1C(NCC1)=O (3-(4-fluorophenyl)pyrrolidin-2-one), CC(C)([O-])C.[K+] (potassium t-butoxide), ClCC1=NC(=NO1)C1=CC=C(C=C1)C(F)(F)F (5-(chloromethyl)-3-(4-(trifluoromethyl)phenyl)-1,2,4-oxadiazole). Solvent: O1CCCC1 (tetrahydrofuran), O1CCCC1 (tetrahydrofuran). Run at temperature 50 celsius, time 15 minute. The product is FC1=CC=C(C=C1)C1C(N(CC1)CC1=NC(=NO1)C1=CC=C(C=C1)C(F)(F)F)=O (3-(4-fluorophenyl)-1-({3-[4-(trifluoromethyl)phenyl]-1,2,4-oxadiazol-5-yl}methyl)pyrrolidin-2-one). Reaction SMILES: [F:1][C:2]1[CH:7]=[CH:6][C:5]([CH:8]2[CH2:12][CH2:11][NH:10][C:9]2=[O:13])=[CH:4][CH:3]=1.CC(C)([O-])C.[K+].Cl[CH2:21][C:22]1[O:26][N:25]=[C:24]([C:27]2[CH:32]=[CH:31][C:30]([C:33]([F:36])([F:35])[F:34])=[CH:29][CH:28]=2)[N:23]=1>O1CCCC1>[F:1][C:2]1[CH:7]=[CH:6][C:5]([CH:8]2[CH2:12][CH2:11][N:10]([CH2:21][C:22]3[O:26][N:25]=[C:24]([C:27]4[CH:28]=[CH:29][C:30]([C:33]([F:36])([F:34])[F:35])=[CH:31][CH:32]=4)[N:23]=3)[C:9]2=[O:13])=[CH:4][CH:3]=1 |f:1.2|. Reported procedure: To 3-(4-fluorophenyl)pyrrolidin-2-one (0.106 g, 0.592 mmol; Example 189B) as suspension in tetrahydrofuran (0.5 mL) was added potassium t-butoxide (1.0 Min tetrahydrofuran) (0.651 mL, 0.651 mmol) dropwise at room temperature. After stirring for 15 minutes, 5-(chloromethyl)-3-(4-(trifluoromethyl)phenyl)-1,2,4-oxadiazole (0.171 g, 0.651 mmol) was added dropwise as a solution in tetrahydrofuran (0.5 mL). The reaction was heated to 50° C. for 1 hour. The reaction was concentrated, loaded onto silica...